From a dataset of the Open Reaction Database (ORD), a public repository of structured organic reaction records. describe an organic reaction: reactants, conditions, products, and yield The reactants are C(C=C)C1C(CC(C(C(OC(C2CCCCN2C(C(C2(C(CC(C(C(CC(CC(=C1)C)C)OC)O2)OC)C)O)=O)=O)=O)C(=CC2CC(CCC2)OC)C)C)O)=O (17-Allyl-1,14-dihydroxy-12-[2-(3-methoxycyclohexyl)-1-methylvinyl]-23,25-dimethoxy-13,19,21,27-tetramethyl-11,28-dioxa-4-azatricyclo[22.3.1.04,9 ]octacos-18-ene-2.3,10,16-tetraone), [H][H] (hydrogen). The reagents and catalysts are [Pd] (Pd). The solvent is CO (methanol). The product is OC12C(C(N3CCCCC3C(OC(C(C(CC(C(C=C(CC(CC(C(C(CC1C)OC)O2)OC)C)C)CCC)=O)O)C)C(=CC2CC(CCC2)OC)C)=O)=O)=O (1,14-dihydroxy-12-[2-(3-methoxycyclohexyl)-1-methylvinyl]-23,25-dimethoxy-17-propyl-13.19.21.27-tetramethyl-11,28-dioxa-4-azatricyclo[22.3.1.04,9 ]octacos-18-ene-2.3,10,16-tetraone). The yield is 89.1%. Reaction SMILES: [CH2:1]([CH:4]1[CH:30]=[C:29]([CH3:31])[CH2:28][CH:27]([CH3:32])[CH2:26][CH:25]([O:33][CH3:34])[CH:24]2[O:35][C:20]([OH:39])([CH:21]([CH3:38])[CH2:22][CH:23]2[O:36][CH3:37])[C:19](=[O:40])[C:18](=[O:41])[N:17]2[CH:12]([CH2:13][CH2:14][CH2:15][CH2:16]2)[C:11](=[O:42])[O:10][CH:9]([C:43]([CH3:53])=[CH:44][CH:45]2[CH2:50][CH2:49][CH2:48][CH:47]([O:51][CH3:52])[CH2:46]2)[CH:8]([CH3:54])[CH:7]([OH:55])[CH2:6][C:5]1=[O:56])[CH:2]=[CH2:3].[H][H]>CO.[Pd]>[OH:39][C:20]12[O:35][CH:24]([CH:23]([O:36][CH3:37])[CH2:22][CH:21]1[CH3:38])[CH:25]([O:33][CH3:34])[CH2:26][CH:27]([CH3:32])[CH2:28][C:29]([CH3:31])=[CH:30][CH:4]([CH2:1][CH2:2][CH3:3])[C:5](=[O:56])[CH2:6][CH:7]([OH:55])[CH:8]([CH3:54])[CH:9]([C:43]([CH3:53])=[CH:44][CH:45]1[CH2:50][CH2:49][CH2:48][CH:47]([O:51][CH3:52])[CH2:46]1)[O:10][C:11](=[O:42])[CH:12]1[N:17]([CH2:16][CH2:15][CH2:14][CH2:13]1)[C:18](=[O:41])[C:19]2=[O:40]. Procedure details: To a solution of the product of Example 43 (28 mg) in methanol (10 ml) was added 10% Pd-on-C (5 mg) and the resulting suspension was then stirred in an atmosphere of hydrogen for 2 hours at 0° C. The reaction mixture was then filtered and volatiles were removed in vacuo. Chromatography on silica then gave the title compound as a foam (25 mg). Starting materials: C(C)(=O)O[C@@H]1C=C[C@@H](C1)O ((1S,4R)-4-hydroxy-2-cyclopentenol acetate), C1CCC(CC1)N=C=NC2CCCCC2 (DCC), carboxylic acid. The solvent is C(Cl)Cl (CH2Cl2). Reaction conditions: time 24 hour. Product: N1(CCCC1)C1=NC=CC=C1 (pyrrolidinopyridine). Reaction SMILES: C(O[C@H]1C[C@@H](O)C=C1)(=O)C.[CH2:11]1[CH2:16][CH2:15][CH:14]([N:17]=[C:18]=[N:19][CH:20]2[CH2:25][CH2:24][CH2:23]CC2)CC1>C(Cl)Cl>[N:19]1([C:18]2[CH:11]=[CH:16][CH:15]=[CH:14][N:17]=2)[CH2:20][CH2:25][CH2:24][CH2:23]1. Procedure details: 3.1 mmol of the cyclopentenol, 3.1 mmol of DCC and 0.1 mmol of PP are dissolved in CH2Cl2 in a 100 ml flask fitted with a CaCl2 tube, 3.1 mmol of the carboxylic acid are added at 0°-5° C. with ice cooling, and the mixture is stirred at room temperature for 24 hours. The precipitated urea is filtered off, the solvent is removed by evaporation, and the crude product is recrystallized a number of times from ethanol.